Dataset: the Open Reaction Database (ORD), a public repository of structured organic reaction records. Task: describe an organic reaction: reactants, conditions, products, and yield The reactants are FC1=C(C(=O)O)C(=C(C(=C1Cl)F)F)Cl (2,4,5,-trifluoro-3,6-dichlorobenzoic acid), crude mixture, S(=O)(Cl)Cl (thionyl chloride). Yields the product FC1=C(C(=O)Cl)C=C(C(=C1Cl)F)F (2,4,5-trifluoro-3-chlorobenzoyl chloride). As a reaction SMILES: [F:1][C:2]1[C:10]([Cl:11])=[C:9]([F:12])[C:8]([F:13])=[C:7](Cl)[C:3]=1[C:4](O)=[O:5].S(Cl)([Cl:17])=O>>[F:1][C:2]1[C:10]([Cl:11])=[C:9]([F:12])[C:8]([F:13])=[CH:7][C:3]=1[C:4]([Cl:17])=[O:5]. Procedure: The chlorination of the 2,4,5-trifluorobenzoic acid is carried out in the melt, under pressure and/or in a solvent, for example chlorosulphonic acid or oleum, in the presence of halogen transfer agents, for example iodine. 2,4,5-Trifluoro-3-chlorobenzoic acid is obtained in this reaction. However, since the reaction mixture still contains unchanged starting material and some 2,4,5,-trifluoro-3,6-dichlorobenzoic acid, the crude mixture is treated, without intermediate isolation, with thionyl chlo... Starting materials: OC=1C=C(C(=O)O)C=C(C1)O (3,5-dihyroxybenzoic acid), ClCCCCCCO (6-chlor-1-hexanol), S(O)(O)(=O)=O (sulfuric acid). Isolated yield 84.3%. Procedure: 1.541 g (10.0 mmol) 3,5-dihyroxybenzoic acid, 2.732 g (20.0 mmol) 6-chlor-1-hexanol were dissolved in 20 ml toluene, and 0.2 ml of concentrated sulfuric acid was added thereto. The reaction mixture was then heated at reflux temperature for 20 hours, and was partitioned between ethyl acetate and a saturated sodium bicarbonate solution. The organic phase was washed repeatedly with water, dried over sodium sulfate, filtered and concentrated by rotary evaporation. Chromatography of the residue on 12... Product: OC=1C=C(C(=O)OCCCCCCCl)C=C(C1)O (6-chlorohexyl 3,5-dihydroxybenzoate). As a reaction SMILES: [OH:1][C:2]1[CH:3]=[C:4]([CH:8]=[C:9]([OH:11])[CH:10]=1)[C:5]([OH:7])=[O:6].[Cl:12][CH2:13][CH2:14][CH2:15][CH2:16][CH2:17][CH2:18]O.S(=O)(=O)(O)O>C1(C)C=CC=CC=1>[OH:1][C:2]1[CH:3]=[C:4]([CH:8]=[C:9]([OH:11])[CH:10]=1)[C:5]([O:7][CH2:18][CH2:17][CH2:16][CH2:15][CH2:14][CH2:13][Cl:12])=[O:6]. Solvent: C1(=CC=CC=C1)C (toluene). The reactants are CN(C(=O)N1CC2C(C1)CC(C2)(C)[N+]#[C-])C (5-isocyano-5-methyl-hexahydro-cyclopenta[c]pyrrole-2-carboxylic acid dimethylamide), Cl (hydrochloric acid). The solvent is C(C)O (ethanol). Conditions: time 1.5 hour. Yields the product CN(C(=O)N1CC2C(C1)CC(C2)(C)N)C (5-amino-5-methyl-hexahydro-cyclopenta[c]pyrrole-2-carboxylic acid dimethylamide). Isolated yield 75.7%. RXN SMILES: [CH3:1][N:2]([CH3:16])[C:3]([N:5]1[CH2:9][CH:8]2[CH2:10][C:11]([N+:14]#[C-])([CH3:13])[CH2:12][CH:7]2[CH2:6]1)=[O:4].Cl>C(O)C>[CH3:16][N:2]([CH3:1])[C:3]([N:5]1[CH2:9][CH:8]2[CH2:10][C:11]([NH2:14])([CH3:13])[CH2:12][CH:7]2[CH2:6]1)=[O:4]. Procedure: To a solution of 5-isocyano-5-methyl-hexahydro-cyclopenta[c]pyrrole-2-carboxylic acid dimethylamide 11b (0.388 g, 1.75 mmol) in 15 mL of ethanol was added 0.38 mL of hydrochloric acid (6 N) upon cooling by an ice-water bath. The reaction mixture was warmed up to room temperature and stirred for 1.5 hours. The reaction was monitored by TLC until the disappearance of the starting materials. The mixture was quenched with 20 mL of saturated aqueous sodium carbonate. The mixture was extracted with di... Starting materials: OC=1C=NC=CC1 (3-hydroxypyridine), C([O-])([O-])=O.[K+].[K+] (potassium carbonate), CN(C=O)C (dimethylformamide), FC=1C=C(C=CC1F)[N+](=O)[O-] (3,4-difluoronitrobenzene). Solvent: C(C)(=O)OCC (ethyl acetate). Run at temperature 90 celsius, time 1 hour. Product: FC1=C(OC=2C=NC=CC2)C=CC(=C1)[N+](=O)[O-] (3-(2-fluoro-4-nitro-phenoxy)-pyridine). As a reaction SMILES: [OH:1][C:2]1[CH:3]=[N:4][CH:5]=[CH:6][CH:7]=1.C(=O)([O-])[O-].[K+].[K+].CN(C)C=O.[F:19][C:20]1[CH:21]=[C:22]([N+:27]([O-:29])=[O:28])[CH:23]=[CH:24][C:25]=1F>C(OCC)(=O)C>[F:19][C:20]1[CH:21]=[C:22]([N+:27]([O-:29])=[O:28])[CH:23]=[CH:24][C:25]=1[O:1][C:2]1[CH:3]=[N:4][CH:5]=[CH:6][CH:7]=1 |f:1.2.3|. Reported procedure: 2.09 g of 3-hydroxypyridine and 5.52 g of potassium carbonate were added to a dimethylformamide (20 ml) solution of 3.18 g of 3,4-difluoronitrobenzene, and the reaction liquid was stirred at 90° C. for 1 hour. The reaction liquid was diluted with ethyl acetate, washed with water and saturated saline in order, and dried with anhydrous magnesium sulfate. The solvent was evaporated away under reduced pressure, and the resulting residue was purified through silica gel column chromatography (developi... Run in C(C)(=O)O (acetic acid). Starting materials: C(CCCCCCCCCCC)(=O)O (dodecanoic acid), C(C)(=O)OC(C)=O (acetic anhydride), N1CCCCCC1 (hexahydro-1H-azepine). RXN SMILES: [C:1]([OH:14])(=O)[CH2:2][CH2:3][CH2:4][CH2:5][CH2:6][CH2:7][CH2:8][CH2:9][CH2:10][CH2:11][CH3:12].C(OC(=O)C)(=O)C.[NH:22]1[CH2:28][CH2:27][CH2:26][CH2:25][CH2:24][CH2:23]1>C(O)(=O)C>[C:1]([N:22]1[CH2:28][CH2:27][CH2:26][CH2:25][CH2:24][CH2:23]1)(=[O:14])[CH2:2][CH2:3][CH2:4][CH2:5][CH2:6][CH2:7][CH2:8][CH2:9][CH2:10][CH2:11][CH3:12]. Isolated yield 83.4%. Yields the product C(CCCCCCCCCCC)(=O)N1CCCCCC1 (1-dodecanoylhexahydro-1H-azepine). Procedure details: A mixture of dodecanoic acid (20.03 g, 0.1M), acetic anhydride (13.27 g, 0.13M), hexahydro-1H-azepine (12.9 g, 0.13M) was heated with distillation of formed acetic acid. The residue on distillation gave 23.46 g (83.5%) of colorless product, b.p. 204-205/7 mm. Reactants: FC1=CC(=C(C=C1)S(=O)(=O)NC1=CC=C2C3=C(COC2=C1C(=O)OC)OC=C3)\C=C/CN3C[C@@H](CC3)OC(C)=O (methyl 7-{4-fluoro-2-[(Z)-3-((R)-3-acetoxypyrrolidin-1-yl)prop-1-enyl]benzenesulfonylamino}-4H-furo[2,3-c]chromene-6-carboxylate), C(CCC)[Sn](\C=C/CN1C[C@H](CC1)OC(C)=O)(CCCC)CCCC (acetic acid (S)-1-((Z)-3-tributylstannanylallyl)-pyrrolidin-3-yl ester), C(CCC)[Sn](\C=C/CN1C[C@H](CC1)OC(C)=O)(CCCC)CCCC (acetic acid (S)-1-((Z)-3-tributylstannanylallyl)-pyrrolidin-3-yl ester), BrC1=C(C=CC(=C1)F)S(=O)(=O)NC1=CC=C2C3=C(COC2=C1C(=O)OC)OC=C3 (methyl 7-(2-bromo-4-fluorobenzenesulfonylamino)-4H-furo[2,3-c]chromene-6-carboxylate), BrC1=C(C=CC(=C1)F)S(=O)(=O)NC1=CC=C2C3=C(COC2=C1C(=O)OC)OC=C3 (methyl 7-(2-bromo-4-fluorobenzenesulfonylamino)-4H-furo[2,3-c]chromene-6-carboxylate). Yields the product FC1=CC(=C(C=C1)S(=O)(=O)NC1=CC=C2C3=C(COC2=C1C(=O)OC)OC=C3)\C=C/CN3C[C@H](CC3)OC(C)=O (Methyl 7-{4-fluoro-2-[(Z)-3-((S)-3-acetoxypyrrolidin-1-yl)-prop-1-enyl]-benzenesulfonylamino}-4H-furo[2,3-c]chromene-6-carboxylate). RXN SMILES: [F:1][C:2]1[CH:7]=[CH:6][C:5]([S:8]([NH:11][C:12]2[C:21]([C:22]([O:24][CH3:25])=[O:23])=[C:20]3[C:15]([C:16]4[CH:28]=[CH:27][O:26][C:17]=4[CH2:18][O:19]3)=[CH:14][CH:13]=2)(=[O:10])=[O:9])=[C:4](/[CH:29]=[CH:30]\[CH2:31][N:32]2[CH2:36][CH2:35][C@@H:34]([O:37][C:38](=[O:40])[CH3:39])[CH2:33]2)[CH:3]=1.BrC1C=C(F)C=CC=1S(NC1C(C(OC)=O)=C2C(C3C=COC=3CO2)=CC=1)(=O)=O.C([Sn](CCCC)(CCCC)/C=C\CN1CC[C@H](OC(=O)C)C1)CCC>>[F:1][C:2]1[CH:7]=[CH:6][C:5]([S:8]([NH:11][C:12]2[C:21]([C:22]([O:24][CH3:25])=[O:23])=[C:20]3[C:15]([C:16]4[CH:28]=[CH:27][O:26][C:17]=4[CH2:18][O:19]3)=[CH:14][CH:13]=2)(=[O:9])=[O:10])=[C:4](/[CH:29]=[CH:30]\[CH2:31][N:32]2[CH2:36][CH2:35][C@H:34]([O:37][C:38](=[O:40])[CH3:39])[CH2:33]2)[CH:3]=1. Procedure: Prepared by proceeding in a similar manner to Intermediate 82, starting from methyl 7-(2-bromo-4-fluorobenzenesulfonylamino)-4H-furo[2,3-c]chromene-6-carboxylate (Intermediate 7) and acetic acid (S)-1-((Z)-3-tributylstannanylallyl)-pyrrolidin-3-yl ester (Intermediate 85).